Dataset: the Open Reaction Database (ORD), a public repository of structured organic reaction records. Task: describe an organic reaction: reactants, conditions, products, and yield The reactants are C=CCN, Cc1csc2c(Cl)nc(Cl)nc12, CN(C)C=O, O. Product: C=CCNc1nc(Cl)nc2c(C)csc12. Reaction SMILES: [CH2:13]([CH:14]=[CH2:15])[NH2:16].[Cl:1][c:2]1[n:3][c:4]([Cl:12])[c:5]2[c:6]([n:7]1)[c:8]([CH3:11])[cH:9][s:10]2.[O:18]=[CH:19][N:20]([CH3:21])[CH3:22].[OH2:17]>>[Cl:1][c:2]1[n:3][c:4]([NH:16][CH2:13][CH:14]=[CH2:15])[c:5]2[c:6]([n:7]1)[c:8]([CH3:11])[cH:9][s:10]2. Reactants: C(#N)C1=C(C=NN1C1=C(C=C(C=C1)Cl)Cl)C(=O)OCC (5-cyano-1-(2,4-dichlorophenyl)-1H-pyrazole-4-carboxylic acid, ethyl ester), CN (monomethylamine), ice water. Solvent: CN(C)C=O (DMF). Product: C(#N)C1=C(C=NN1C1=C(C=C(C=C1)Cl)Cl)C(=O)NC (5-cyano-1-(2,4-dichlorophenyl)-N-methyl-1H-pyrazole-4-carboxamide). As a reaction SMILES: [C:1]([C:3]1[N:7]([C:8]2[CH:13]=[CH:12][C:11]([Cl:14])=[CH:10][C:9]=2[Cl:15])[N:6]=[CH:5][C:4]=1[C:16]([O:18]CC)=O)#[N:2].[CH3:21][NH2:22]>CN(C=O)C>[C:1]([C:3]1[N:7]([C:8]2[CH:13]=[CH:12][C:11]([Cl:14])=[CH:10][C:9]=2[Cl:15])[N:6]=[CH:5][C:4]=1[C:16]([NH:22][CH3:21])=[O:18])#[N:2]. Reported procedure: To a solution of 2.5 g of 5-cyano-1-(2,4-dichlorophenyl)-1H-pyrazole-4-carboxylic acid, ethyl ester in 20 ml of DMF was added 20 ml of 40% aqueous monomethylamine. The reaction mixture was stirred at room temperature for approximately two and one-half hours whereupon the solution was poured into ice water. The precipitate was collected by filtration and recrystallized from methanol/water to afford 1.3 g of 5-cyano-1-(2,4-dichlorophenyl)-N-methyl-1H-pyrazole-4-carboxamide. MP=182°-183° C. Starting materials: BrCCc1ccccc1, O=C([O-])[O-], c1ccc2c(c1)CCC1CNCCC21, [K+], [K+], CN(C)C=O. Yields the product c1ccc(CCN2CCC3c4ccccc4CCC3C2)cc1. Reaction SMILES: [Br:21][CH2:22][CH2:23][c:24]1[cH:25][cH:26][cH:27][cH:28][cH:29]1.[C:15](=[O:16])([O-:17])[O-:18].[CH2:1]1[CH2:2][NH:3][CH2:4][CH:5]2[CH2:6][CH2:7][c:8]3[c:9]([cH:11][cH:12][cH:13][cH:14]3)[CH:10]12.[K+:19].[K+:20].[O:30]=[CH:31][N:32]([CH3:33])[CH3:34]>>[CH2:1]1[CH2:2][N:3]([CH2:22][CH2:23][c:24]2[cH:25][cH:26][cH:27][cH:28][cH:29]2)[CH2:4][CH:5]2[CH2:6][CH2:7][c:8]3[c:9]([cH:11][cH:12][cH:13][cH:14]3)[CH:10]12. The reactants are CC(=O)OC(C)=O, CC(C(=O)O)c1ccc2cc(O)ccc2c1, Cc1ccc(S(=O)(=O)O)cc1. Product: CC(=O)Oc1ccc2cc(C(C)C(=O)O)ccc2c1. RXN SMILES: [CH3:17][C:18](=[O:19])[O:20][C:21](=[O:22])[CH3:23].[OH:1][c:2]1[cH:3][c:4]2[cH:5][cH:6][c:7]([CH:12]([C:13](=[O:14])[OH:15])[CH3:16])[cH:8][c:9]2[cH:10][cH:11]1.[c:24]1([CH3:25])[cH:26][cH:27][c:28]([S:29]([OH:30])(=[O:31])=[O:32])[cH:33][cH:34]1>>[O:1]([c:2]1[cH:3][c:4]2[cH:5][cH:6][c:7]([CH:12]([C:13](=[O:14])[OH:15])[CH3:16])[cH:8][c:9]2[cH:10][cH:11]1)[C:18]([CH3:17])=[O:19]. The reactants are O=[N+]([O-])c1ccc(OCc2ccccc2)c(Br)c1, [K+], [K+], [K+], C1COCCO1, OB(O)c1ccccc1, O=P([O-])([O-])[O-]. Product: O=[N+]([O-])c1ccc(OCc2ccccc2)c(-c2ccccc2)c1. RXN SMILES: [CH2:1]([c:2]1[cH:3][cH:4][cH:5][cH:6][cH:7]1)[O:8][c:9]1[c:10]([Br:18])[cH:11][c:12]([N+:15](=[O:16])[O-:17])[cH:13][cH:14]1.[K+:33].[K+:34].[K+:35].[O:36]1[CH2:37][CH2:38][O:39][CH2:40][CH2:41]1.[OH:19][B:20]([OH:21])[c:22]1[cH:23][cH:24][cH:25][cH:26][cH:27]1.[P:28]([O-:29])([O-:30])([O-:31])=[O:32]>>[CH2:1]([c:2]1[cH:3][cH:4][cH:5][cH:6][cH:7]1)[O:8][c:9]1[c:10](-[c:22]2[cH:23][cH:24][cH:25][cH:26][cH:27]2)[cH:11][c:12]([N+:15](=[O:16])[O-:17])[cH:13][cH:14]1. Reactants: [BH4-], CCc1cc(C(C)=O)ccc1NS(C)(=O)=O, C1CCOC1, CC(C)(C)S(N)=O, CC[O-], CC[O-], CC[O-], CC[O-], [Na+], [Ti+4]. Product: CCc1cc(C(C)NS(=O)C(C)(C)C)ccc1NS(C)(=O)=O. RXN SMILES: [BH4-:24].[C:1]([CH3:2])(=[O:3])[c:4]1[cH:5][c:6]([CH2:15][CH3:16])[c:7]([NH:10][S:11](=[O:12])(=[O:13])[CH3:14])[cH:8][cH:9]1.[CH2:26]1[O:27][CH2:28][CH2:29][CH2:30]1.[CH3:17][C:18]([CH3:19])([CH3:20])[S:21](=[O:22])[NH2:23].[CH3:31][CH2:32][O-:33].[CH3:35][CH2:36][O-:37].[CH3:38][CH2:39][O-:40].[CH3:41][CH2:42][O-:43].[Na+:25].[Ti+4:34]>>[CH:1]([CH3:2])([c:4]1[cH:5][c:6]([CH2:15][CH3:16])[c:7]([NH:10][S:11](=[O:12])(=[O:13])[CH3:14])[cH:8][cH:9]1)[NH:23][S:21]([C:18]([CH3:17])([CH3:19])[CH3:20])=[O:22].